This data is from the Open Reaction Database (ORD), a public repository of structured organic reaction records. The task is: describe an organic reaction: reactants, conditions, products, and yield Reactants: CC(O[Si](C)(C)C(C)(C)C)C1C(=O)N(C(C(=O)OCc2ccc([N+](=O)[O-])cc2)=P(c2ccccc2)(c2ccccc2)c2ccccc2)C1C(C)C(=O)c1cn2cnc(C(=O)c3cccnc3)c2s1, O=C([O-])O, CO, Cl, [Na+]. Product: CC(O)C1C(=O)N(C(C(=O)OCc2ccc([N+](=O)[O-])cc2)=P(c2ccccc2)(c2ccccc2)c2ccccc2)C1C(C)C(=O)c1cn2cnc(C(=O)c3cccnc3)c2s1. Reaction SMILES: [C:2]([Si:3]([CH3:4])([CH3:5])[O:7][CH:8]([CH3:9])[CH:10]1[C:11](=[O:67])[N:12]([C:34](=[P:35]([c:36]2[cH:37][cH:38][cH:39][cH:40][cH:41]2)([c:42]2[cH:43][cH:44][cH:45][cH:46][cH:47]2)[c:48]2[cH:49][cH:50][cH:51][cH:52][cH:53]2)[C:54](=[O:55])[O:56][CH2:57][c:58]2[cH:59][cH:60][c:61]([N+:64](=[O:65])[O-:66])[cH:62][cH:63]2)[CH:13]1[CH:14]([C:15](=[O:16])[c:17]1[cH:18][n:19]2[c:20]([s:21]1)[c:22]([C:25](=[O:26])[c:27]1[cH:28][n:29][cH:30][cH:31][cH:32]1)[n:23][cH:24]2)[CH3:33])([CH3:6])([CH3:68])[CH3:69].[C:70](=[O:71])([OH:72])[O-:73].[CH3:75][OH:76].[ClH:1].[Na+:74]>>[OH:7][CH:8]([CH3:9])[CH:10]1[C:11](=[O:67])[N:12]([C:34](=[P:35]([c:36]2[cH:37][cH:38][cH:39][cH:40][cH:41]2)([c:42]2[cH:43][cH:44][cH:45][cH:46][cH:47]2)[c:48]2[cH:49][cH:50][cH:51][cH:52][cH:53]2)[C:54](=[O:55])[O:56][CH2:57][c:58]2[cH:59][cH:60][c:61]([N+:64](=[O:65])[O-:66])[cH:62][cH:63]2)[CH:13]1[CH:14]([C:15](=[O:16])[c:17]1[cH:18][n:19]2[c:20]([s:21]1)[c:22]([C:25](=[O:26])[c:27]1[cH:28][n:29][cH:30][cH:31][cH:32]1)[n:23][cH:24]2)[CH3:33]. Starting materials: CC(C)([O-])C.[K+] (potassium tert-butoxide), N1(C=NC=C1)C(CCCCl)C1=CC=C(C#N)C=C1 (4-[1-(1-imidazolyl)-4-chlorobutyl]benzonitrile). Run in O1CCCC1 (tetrahydrofuran), O1CCCC1 (tetrahydrofuran). Conditions: time 30 minute. Yields the product C(#N)C1=CC=C(C=C1)C1(CCCC1)N1C=NC=C1 (1-(4-cyanophenyl)-1-(1-imidazolyl)cyclopentane). As a reaction SMILES: [CH3:1]C(C)([O-])C.[K+].[N:7]1([CH:12]([C:17]2[CH:24]=[CH:23][C:20]([C:21]#[N:22])=[CH:19][CH:18]=2)[CH2:13][CH2:14][CH2:15]Cl)[CH:11]=[CH:10][N:9]=[CH:8]1>O1CCCC1>[C:21]([C:20]1[CH:23]=[CH:24][C:17]([C:12]2([N:7]3[CH:11]=[CH:10][N:9]=[CH:8]3)[CH2:1][CH2:15][CH2:14][CH2:13]2)=[CH:18][CH:19]=1)#[N:22] |f:0.1|. Procedure: A solution of potassium tert-butoxide (1.10 g) in tetrahydrofuran (50 mL) is added dropwise to a solution of 4-[1-(1-imidazolyl)-4-chlorobutyl]benzonitrile (2.50 g) in tetrahydrofuran at 0° (ice-bath). The reaction is allowed to proceed at 0° for 30 minutes and is then allowed to warm to room temperature during 3 hours. The reaction is then quenched with water (100 mL) and the mixture is subsequently extracted with ethyl acetate (100 mL). The organic extract is extracted with 3N hydrochloric aci... Reactants: COC(Cl)Cl, COc1ccc(OC)c2ccccc12, [Cl-], ClCCl, O. The product is COc1cc(C=O)c(OC)c2ccccc12. Reaction SMILES: [CH3:15][O:16][CH:17]([Cl:18])[Cl:19].[CH3:1][O:2][c:3]1[cH:4][cH:5][c:6]([O:13][CH3:14])[c:7]2[cH:8][cH:9][cH:10][cH:11][c:12]12.[Cl-:20].[Cl:22][CH2:23][Cl:24].[OH2:21]>>[CH3:1][O:2][c:3]1[cH:4][c:5]([CH:15]=[O:16])[c:6]([O:13][CH3:14])[c:7]2[cH:8][cH:9][cH:10][cH:11][c:12]12. Reactants: BrC(Br)(Br)Br, CC(C)(C)OC(=O)N1CCC(CO)CC1, C1CCOC1, c1ccc(P(c2ccccc2)c2ccccc2)cc1. The product is CC(C)(C)OC(=O)N1CCC(CBr)CC1. Reaction SMILES: [C:16]([Br:17])([Br:18])([Br:19])[Br:20].[C:1]([CH3:2])([CH3:3])([CH3:4])[O:5][C:6](=[O:7])[N:8]1[CH2:9][CH2:10][CH:11]([CH2:14][OH:15])[CH2:12][CH2:13]1.[CH2:40]1[O:41][CH2:42][CH2:43][CH2:44]1.[c:21]1([P:22]([c:23]2[cH:24][cH:25][cH:26][cH:27][cH:28]2)[c:29]2[cH:30][cH:31][cH:32][cH:33][cH:34]2)[cH:35][cH:36][cH:37][cH:38][cH:39]1>>[C:1]([CH3:2])([CH3:3])([CH3:4])[O:5][C:6](=[O:7])[N:8]1[CH2:9][CH2:10][CH:11]([CH2:14][Br:17])[CH2:12][CH2:13]1.